This data is from the Open Reaction Database (ORD), a public repository of structured organic reaction records. The task is: describe an organic reaction: reactants, conditions, products, and yield The reactants are CC(C)(C)O, CC(C)(C)c1cccc(C(C)(C)C)c1O, C=CC#N, [K]. The product is CC(C#N)c1cc(C(C)(C)C)c(O)c(C(C)(C)C)c1. Reaction SMILES: [C:21]([OH:22])([CH3:23])([CH3:24])[CH3:25].[C:2]([CH3:3])([CH3:4])([CH3:5])[c:6]1[c:7]([OH:16])[c:8]([C:12]([CH3:13])([CH3:14])[CH3:15])[cH:9][cH:10][cH:11]1.[CH2:17]=[CH:18][C:19]#[N:20].[K:1]>>[C:2]([CH3:3])([CH3:4])([CH3:5])[c:6]1[c:7]([OH:16])[c:8]([C:12]([CH3:13])([CH3:14])[CH3:15])[cH:9][c:10]([CH:18]([CH3:17])[C:19]#[N:20])[cH:11]1.